Task: describe an organic reaction: reactants, conditions, products, and yield. Dataset: the Open Reaction Database (ORD), a public repository of structured organic reaction records The reactants are C[C@@H]1C(NCC2=C([C@@H]1C)C=CC=C2)=O (cis-4,5-dimethyl-1,2,4,5-tetrahydro-3H-2-benzazepin-3-one), C(C)O (ethanol), C=O (formaldehyde), [OH-].[Na+] (sodium hydroxide). Solvent: C(Cl)(Cl)Cl (chloroform). Product: C[C@@H]1C(N(CC2=C([C@@H]1C)C=CC=C2)CO)=O (cis-4,5-dimethyl-2-hydroxymethyl-1,2,4,5-tetrahydro-3H-2-benzazepin-3-one). Isolated yield 61.0%. RXN SMILES: [CH3:1][C@H:2]1[C@@H:8]([CH3:9])[C:7]2[CH:10]=[CH:11][CH:12]=[CH:13][C:6]=2[CH2:5][NH:4][C:3]1=[O:14].C=O.[OH-].[Na+].[CH2:19]([OH:21])C>C(Cl)(Cl)Cl>[CH3:1][C@H:2]1[C@@H:8]([CH3:9])[C:7]2[CH:10]=[CH:11][CH:12]=[CH:13][C:6]=2[CH2:5][N:4]([CH2:19][OH:21])[C:3]1=[O:14] |f:2.3|. Procedure details: A solution of 5.7 g. (0.030 moles) of cis-4,5-dimethyl-1,2,4,5-tetrahydro-3H-2-benzazepin-3-one, 9 ml. (0.09 moles) of 35% aqueous formaldehyde solution and 0.05 g. of sodium hydroxide in 50 ml. of 92% ethanol is heated for 5 hours at 80° C., while stirring. The reaction mixture is cooled and the solvents are evaporated off in vacuo. The oil obtained is taken up in chloroform, washed several times with water and then dried over anhydrous sodium sulfate. After evaporation of the solvent in vacuo,... Reactants: C1(=CC=CC=C1)P(C1=CC=CC=C1)C1=CC=CC=C1 (triphenylphosphine), FC=1C=CC(=C(CBr)C1)OCC#CC1=CC=C(C=C1)C(F)(F)F (5-fluoro-2-[3-(4-trifluoromethylphenyl)prop-2-ynyloxy]benzyl bromide). Procedure details: 63.7 mg (0.24 mmol) of triphenylphosphine are dissolved in 2 ml of dichloromethane, 94 mg (0.24 mmol) of 5-fluoro-2-[3-(4-trifluoromethylphenyl)prop-2-ynyloxy]benzyl bromide, dissolved in 2 ml of dichloromethane, are added dropwise, and the mixture is stirred at room temperature overnight. The solvent is distilled out in vacuo, and the crystalline residue is stirred with petroleum ether. The resulting colorless crystals are filtered off with suction and dried on a clay dish. 109 mg (0.17 mmol, 6... The solvent is ClCCl (dichloromethane), ClCCl (dichloromethane). Reaction SMILES: [C:1]1([P:7]([C:14]2[CH:19]=[CH:18][CH:17]=[CH:16][CH:15]=2)[C:8]2[CH:13]=[CH:12][CH:11]=[CH:10][CH:9]=2)[CH:6]=[CH:5][CH:4]=[CH:3][CH:2]=1.[F:20][C:21]1[CH:22]=[CH:23][C:24]([O:29][CH2:30][C:31]#[C:32][C:33]2[CH:38]=[CH:37][C:36]([C:39]([F:42])([F:41])[F:40])=[CH:35][CH:34]=2)=[C:25]([CH:28]=1)[CH2:26][Br:27]>ClCCl>[Br-:27].[F:20][C:21]1[CH:22]=[CH:23][C:24]([O:29][CH2:30][C:31]#[C:32][C:33]2[CH:34]=[CH:35][C:36]([C:39]([F:40])([F:41])[F:42])=[CH:37][CH:38]=2)=[C:25]([CH:28]=1)[CH2:26][P+:7]([C:1]1[CH:2]=[CH:3][CH:4]=[CH:5][CH:6]=1)([C:8]1[CH:13]=[CH:12][CH:11]=[CH:10][CH:9]=1)[C:14]1[CH:15]=[CH:16][CH:17]=[CH:18][CH:19]=1 |f:3.4|. Yields the product [Br-].FC=1C=CC(=C(C[P+](C2=CC=CC=C2)(C2=CC=CC=C2)C2=CC=CC=C2)C1)OCC#CC1=CC=C(C=C1)C(F)(F)F ({5-Fluoro-2-[3-(4-trifluoromethylphenyl)prop-2-ynyloxy]benzyl}triphenylphosphonium bromide). Reaction conditions: time 8 hour. Starting materials: [H][H] (hydrogen), ClC1=NC=C(C=C1[N+](=O)[O-])[N+](=O)[O-] (2-chloro-3,5-dinitropyridine), 47.5. Run in CCOC(=O)C (EtOAc). Reaction conditions: time 3 hour. Product: ClC1=NC=C(C=C1N)N (2-Chloro-3,5-diaminopyridine). Yield: 65.0%. Reaction SMILES: [Cl:1][C:2]1[C:7]([N+:8]([O-])=O)=[CH:6][C:5]([N+:11]([O-])=O)=[CH:4][N:3]=1.[H][H]>CCOC(C)=O>[Cl:1][C:2]1[C:7]([NH2:8])=[CH:6][C:5]([NH2:11])=[CH:4][N:3]=1. Procedure details: A tablespoonful of Raney nickel catalyst in water was washed first with 95% EtOH and then with EtOAc; it was added to a solution of 2-chloro-3,5-dinitropyridine (4.00 g, 0.0196 mol) in EtOAc (150 ml) and the mixture was hydrogenated at an initial hydrogen pressure of 47.5 p.s.i. for 3 hours. The mixture was filtered through celite and the filtrate was concentrated. The residue was crystallized from CH2Cl2 -pentane to give 1.83 g of the titled product. Reactants: FC1=C(C=C(C=C1)NC1=NC=2C3=C([C@@H](CC2C=N1)C1=C(C=CC=C1)F)C=CC=C3)CCO ((R)-2-(2-fluoro-5-(6-(2-fluorophenyl)-5,6-dihydrobenzo[h]quinazolin-2-ylamino)phenyl)ethanol), CS(=O)(=O)Cl (methanesulfonyl chloride). The product is CS(=O)(=O)OCCC1=C(C=CC(=C1)NC1=NC=2C3=C([C@@H](CC2C=N1)C1=C(C=CC=C1)F)C=CC=C3)F ((R)-2-fluoro-5-(6-(2-fluorophenyl)-5,6-dihydrobenzo[h]quinazolin-2-ylamino)phenethyl methanesulfonate). RXN SMILES: [F:1][C:2]1[CH:7]=[CH:6][C:5]([NH:8][C:9]2[N:18]=[CH:17][C:16]3[CH2:15][C@@H:14]([C:19]4[CH:24]=[CH:23][CH:22]=[CH:21][C:20]=4[F:25])[C:13]4[CH:26]=[CH:27][CH:28]=[CH:29][C:12]=4[C:11]=3[N:10]=2)=[CH:4][C:3]=1[CH2:30][CH2:31][OH:32].[CH3:33][S:34](Cl)(=[O:36])=[O:35]>>[CH3:33][S:34]([O:32][CH2:31][CH2:30][C:3]1[CH:4]=[C:5]([NH:8][C:9]2[N:18]=[CH:17][C:16]3[CH2:15][C@@H:14]([C:19]4[CH:24]=[CH:23][CH:22]=[CH:21][C:20]=4[F:25])[C:13]4[CH:26]=[CH:27][CH:28]=[CH:29][C:12]=4[C:11]=3[N:10]=2)[CH:6]=[CH:7][C:2]=1[F:1])(=[O:36])=[O:35]. Reported procedure: This was synthesized by using (R)-2-(2-fluoro-5-(6-(2-fluorophenyl)-5,6-dihydrobenzo[h]quinazolin-2-ylamino)phenyl)ethanol and methanesulfonyl chloride as described in general procedure 6 to afford the desired product. M.p.=99-100° C. 1H NMR 400 MHz (DMSO-d6) δ 9.58 (s, 1 H), 8.32-8.28 (m, 2 H), 7.82-7.81 (m, 1 H), 7.72-7.68 (m, 1 H), 7.51-7.42 (m, 2 H), 7.26-7.11 (m, 3 H), 7.04-7.01 (m, 2 H), 6.77 (t, 1 H), 4.64 (t, J=6.8 Hz, 1 H), 4.44-4.40 (m, 2H), 3.19-2.94 (m, 7H). LCMS m/e 508 (M+H)=508. Reactants: compound, SC1=NN=CN1C (3-mercapto-4-methyl-1,2,4-triazole), ClC1=NC=NC2=CC=C(C=C12)I (4-chloro-6-iodo-quinazoline), NC1=NC=CN=C1 (2-amino-pyrazine). The product is CN1C(=NN=C1)SC=1C=C2C(=NC=NC2=CC1)NC1=NC=CN=C1 ([6-(4-Methyl-4H-[1,2,4]triazol-3-ylsulfanyl)-quinazolin-4-yl]-pyrazin-2-yl-amine). RXN SMILES: Cl[C:2]1[C:11]2[C:6](=[CH:7][CH:8]=[C:9](I)[CH:10]=2)[N:5]=[CH:4][N:3]=1.[NH2:13][C:14]1[CH:19]=[N:18][CH:17]=[CH:16][N:15]=1.[SH:20][C:21]1[N:25]([CH3:26])[CH:24]=[N:23][N:22]=1>>[CH3:26][N:25]1[CH:24]=[N:23][N:22]=[C:21]1[S:20][C:9]1[CH:10]=[C:11]2[C:6](=[CH:7][CH:8]=1)[N:5]=[CH:4][N:3]=[C:2]2[NH:13][C:14]1[CH:19]=[N:18][CH:17]=[CH:16][N:15]=1. Procedure details: The compound of Example 3 was manufactured by the same method as in Example 1, by a similar method thereto or by a combination of such a method with a conventional method using 4-chloro-6-iodo-quinazoline, 2-amino-pyrazine and 3-mercapto-4-methyl-1,2,4-triazole. Reactants: FC([C@]1(C(CCC(N1)=O)(F)F)C1=C(C=CC=C1)F)F ((S)-6-(difluoromethyl)-5,5-difluoro-6-(2-fluorophenyl)piperidin-2-one), ice, [OH-].[Na+] (NaOH), OS(=O)(=O)O (H2SO4), [N+](=O)(O)[O-] (HNO3). The solvent is FC(C(=O)O)(F)F (trifluoroacetic acid). Reaction conditions: temperature 0 celsius, time 2 hour. Product: FC([C@]1(C(CCC(N1)=O)(F)F)C1=C(C=CC(=C1)[N+](=O)[O-])F)F ((S)-6-(difluoromethyl)-5,5-difluoro-6-(2-fluoro-5-nitrophenyl)piperidin-2-one). Isolated yield 97.9%. RXN SMILES: [F:1][CH:2]([F:19])[C@:3]1([C:12]2[CH:17]=[CH:16][CH:15]=[CH:14][C:13]=2[F:18])[NH:8][C:7](=[O:9])[CH2:6][CH2:5][C:4]1([F:11])[F:10].OS(O)(=O)=O.[N+:25]([O-])([OH:27])=[O:26].[OH-].[Na+]>FC(F)(F)C(O)=O>[F:19][CH:2]([F:1])[C@:3]1([C:12]2[CH:17]=[C:16]([N+:25]([O-:27])=[O:26])[CH:15]=[CH:14][C:13]=2[F:18])[NH:8][C:7](=[O:9])[CH2:6][CH2:5][C:4]1([F:11])[F:10] |f:3.4|. Reported procedure: (S)-6-(difluoromethyl)-5,5-difluoro-6-(2-fluorophenyl)piperidin-2-one (880 mg, 3.15 mmol) was suspended in trifluoroacetic acid (2.55 mL). The mixture was cooled to 0° C. and concentrated H2SO4 (2.46 g, 24.3 mmol) was added. Then, HNO3 (661.61 mg, 6.30 mmol) was added dropwise. After 2 hours of stirring at 25° C., the reaction mixture was poured onto 100 g ice and basified to pH>11 using 5 M NaOH (aq). The suspension was extracted with ethyl acetate (150 mL). The phases were separated and the aq...